Dataset: the Open Reaction Database (ORD), a public repository of structured organic reaction records. Task: describe an organic reaction: reactants, conditions, products, and yield Reactants: O=C1c2c(cccc2N(Cc2ccccc2)Cc2ccccc2)CCN1CCF, CO, [OH-], [OH-], [Pd+2]. Yields the product Nc1cccc2c1C(=O)N(CCF)CC2. As a reaction SMILES: [CH2:1]([N:8]([CH2:2][c:3]1[cH:4][cH:5][cH:6][cH:7][cH:23]1)[c:9]1[cH:10][cH:11][cH:12][c:13]2[c:18]1[C:17](=[O:19])[N:16]([CH2:20][CH2:21][F:22])[CH2:15][CH2:14]2)[c:24]1[cH:25][cH:26][cH:27][cH:28][cH:29]1.[CH3:30][OH:31].[OH-:32].[OH-:34].[Pd+2:33]>>[NH2:8][c:9]1[cH:10][cH:11][cH:12][c:13]2[c:18]1[C:17](=[O:19])[N:16]([CH2:20][CH2:21][F:22])[CH2:15][CH2:14]2. The reactants are BrC=1C=C2[C@@H]3[C@H](N4C2=C(C1)CC4)CCN(C3)C(=O)OC(C)(C)C (tert-butyl (±)-cis-2-bromo-4,5,7,8,10,10a-hexahydropyrido[4,3-b]pyrrolo[3,2,1-hi]indole-9(6aH)-carboxylate), ClC1=C(C=CC(=C1)C(F)(F)F)B(O)O (2-chloro-4-trifluoromethylphenylboronic acid). The product is ClC1=C(C=CC(=C1)C(F)(F)F)C=1C=C2[C@@H]3[C@H](N4C2=C(C1)CC4)CCN(C3)C(=O)OC(C)(C)C (tert-butyl (±)-cis-2-[2-chloro-4-(trifluoromethyl)phenyl]-4,5,7,8,10,10a-hexahydropyrido[4,3-b]pyrrolo[3,2,1-hi]indole-9(6aH)-carboxylate). Reaction SMILES: Br[C:2]1[CH:3]=[C:4]2[C:8]3=[C:9]([CH2:11][CH2:12][N:7]3[C@@H:6]3[CH2:13][CH2:14][N:15]([C:17]([O:19][C:20]([CH3:23])([CH3:22])[CH3:21])=[O:18])[CH2:16][C@H:5]23)[CH:10]=1.[Cl:24][C:25]1[CH:30]=[C:29]([C:31]([F:34])([F:33])[F:32])[CH:28]=[CH:27][C:26]=1B(O)O>>[Cl:24][C:25]1[CH:30]=[C:29]([C:31]([F:32])([F:33])[F:34])[CH:28]=[CH:27][C:26]=1[C:2]1[CH:3]=[C:4]2[C:8]3=[C:9]([CH2:11][CH2:12][N:7]3[C@@H:6]3[CH2:13][CH2:14][N:15]([C:17]([O:19][C:20]([CH3:21])([CH3:22])[CH3:23])=[O:18])[CH2:16][C@H:5]23)[CH:10]=1. Procedure details: The title compound was prepared by the method of Example 90 from tert-butyl (±)-cis-2-bromo-4,5,7,8,10,10a-hexahydropyrido[4,3-b]pyrrolo[3,2,1-hi]indole-9(6aH)-carboxylate (136 mg, 0.30 mmol) and corresponding 2-chloro-4-trifluoromethylphenylboronic acid (128 mg, 0.60 mmol), to afford after chromatographic purification the title compound (160 mg, 99%) as a white amorphous solid. 1H NMR (CDCl3, 300 MHz) δ7.70 (br, 1H), 7.51 (dd, 1H, J=1.1 Hz, 8.0 Hz), 7.42 (d, 1H, J=8.0 Hz), 7.03 (s, 1H), 6.99 (s... The reactants are N(C(=O)C)N1CCC2=CC(=CC=C12)NC(=O)C (1,5-diacetamino-indoline), [N+](=O)(O)[O-] (nitric acid), methanol ice. Run in C(C)(=O)O (acetic acid). The product is N(C(=O)C)N1CCC2=CC(=C(C=C12)[N+](=O)[O-])NC(=O)C (1,5-diacetamino-6-nitro-indoline). Yield: 62.8%. RXN SMILES: [NH:1]([N:5]1[C:13]2[C:8](=[CH:9][C:10]([NH:14][C:15]([CH3:17])=[O:16])=[CH:11][CH:12]=2)[CH2:7][CH2:6]1)[C:2]([CH3:4])=[O:3].[N+:18]([O-])([OH:20])=[O:19]>C(O)(=O)C>[NH:1]([N:5]1[C:13]2[C:8](=[CH:9][C:10]([NH:14][C:15]([CH3:17])=[O:16])=[C:11]([N+:18]([O-:20])=[O:19])[CH:12]=2)[CH2:7][CH2:6]1)[C:2]([CH3:4])=[O:3]. Procedure details: 33 g of 1,5-diacetamino-indoline were dissolved at 70° C. in 120 ml of glacial acetic acid and nitrated dropwise with 15 ml of nitric acid (d=1.4). The reaction became vigorous and methanol/ice cooling was used. The precipitated crystals were removed by filtration under suction, dissolved in methylene chloride and washed neutral. After evaporation and crystallization from isopropanol, there were obtained 25 g (62.8% of theory) of 1,5-diacetamino-6-nitro-indoline of melting point 212°-213° C.